From a dataset of the Open Reaction Database (ORD), a public repository of structured organic reaction records. describe an organic reaction: reactants, conditions, products, and yield Reactants: C(C)(C)(C)OC(=O)NCC(=O)O (N-t-butoxycarbonyl glycine), C1(=CC=CC2=CC=CC=C12)CNC[C@H]([C@H](CC)C)NC(CC1=CN=CN1CC1=CC=C(C=C1)C#N)=O (N-Naphth-1-ylmethyl-2(S)-{(1-(4-cyanobenzyl)-1H-imidazol-5-yl)acetyl}amino-3(S)-methyl pentanamine). The product is C(C)(C)(C)OC(=O)NCC(=O)N(C[C@H]([C@H](CC)C)NC(CC1=CN=CN1CC1=CC=C(C=C1)C#N)=O)CC1=CC=CC2=CC=CC=C12 (N-t-Butoxycarbonylaminoacetyl-N-naphth-1-ylmethyl-2(S)-{1-(4-cyanobenzyl)-1H-imidazol-5-ylacetyl}amino-3(S)-methylpentanamine). Reaction SMILES: [C:1]([O:5][C:6]([NH:8][CH2:9][C:10]([OH:12])=O)=[O:7])([CH3:4])([CH3:3])[CH3:2].[C:13]1([CH2:23][NH:24][CH2:25][C@@H:26]([NH:31][C:32](=[O:48])[CH2:33][C:34]2[N:38]([CH2:39][C:40]3[CH:45]=[CH:44][C:43]([C:46]#[N:47])=[CH:42][CH:41]=3)[CH:37]=[N:36][CH:35]=2)[C@@H:27]([CH3:30])[CH2:28][CH3:29])[C:22]2[C:17](=[CH:18][CH:19]=[CH:20][CH:21]=2)[CH:16]=[CH:15][CH:14]=1>>[C:1]([O:5][C:6]([NH:8][CH2:9][C:10]([N:24]([CH2:23][C:13]1[C:22]2[C:17](=[CH:18][CH:19]=[CH:20][CH:21]=2)[CH:16]=[CH:15][CH:14]=1)[CH2:25][C@@H:26]([NH:31][C:32](=[O:48])[CH2:33][C:34]1[N:38]([CH2:39][C:40]2[CH:45]=[CH:44][C:43]([C:46]#[N:47])=[CH:42][CH:41]=2)[CH:37]=[N:36][CH:35]=1)[C@@H:27]([CH3:30])[CH2:28][CH3:29])=[O:12])=[O:7])([CH3:2])([CH3:3])[CH3:4]. Procedure: The title compound was prepared using the protocol described in Example 1 step H using N-t-butoxycarbonyl glycine and N-naphth-1-ylmethyl-2(S)-{(1-(4-cyanobenzyl)-1H-imidazol-5-ylacetyl}amino-3(S)-methyl pentanamine from Example 2. Reactants: CS(C)=O, CN(C)C1CCc2ccccc2C(O)C1, Fc1ccccc1Cl, [H-], [Na+]. Yields the product CN(C)C1CCc2ccccc2C(Oc2ccccc2Cl)C1. Reaction SMILES: [CH3:26][S:27]([CH3:28])=[O:29].[CH3:3][N:4]([CH:5]1[CH2:6][CH:7]([OH:16])[c:8]2[c:9]([cH:12][cH:13][cH:14][cH:15]2)[CH2:10][CH2:11]1)[CH3:17].[Cl:18][c:19]1[c:20]([F:25])[cH:21][cH:22][cH:23][cH:24]1.[H-:1].[Na+:2]>>[CH3:3][N:4]([CH:5]1[CH2:6][CH:7]([O:16][c:20]2[c:19]([Cl:18])[cH:24][cH:23][cH:22][cH:21]2)[c:8]2[c:9]([cH:12][cH:13][cH:14][cH:15]2)[CH2:10][CH2:11]1)[CH3:17]. The reactants are BrC=1C=C2C(=CNC2=CC1F)C=O (5-bromo-6-fluoro-1H-indole-3-carbaldehyde), OCC1=CC=C(C=C1)B(O)O ([4-(hydroxymethyl)phenyl]boronic acid), C(C)O (ethanol), C([O-])([O-])=O.[K+].[K+] (potassium carbonate). The reagents and catalysts are C1=CC=C(C=C1)P([C-]2C=CC=C2)C3=CC=CC=C3.C1=CC=C(C=C1)P([C-]2C=CC=C2)C3=CC=CC=C3.Cl[Pd]Cl.[Fe+2] ([1,1′-Bis(diphenylphosphino)ferrocene]dichloropalladium). The solvent is C1(=CC=CC=C1)C (toluene). Reaction conditions: temperature 90 celsius. The product is FC1=C(C=C2C(=CNC2=C1)C=O)C1=CC=C(C=C1)CO (6-fluoro-5-[4-(hydroxymethyl)phenyl]-1H-indole-3-carbaldehyde). The yield is 58.4%. Reaction SMILES: Br[C:2]1[CH:3]=[C:4]2[C:8](=[CH:9][C:10]=1[F:11])[NH:7][CH:6]=[C:5]2[CH:12]=[O:13].[OH:14][CH2:15][C:16]1[CH:21]=[CH:20][C:19](B(O)O)=[CH:18][CH:17]=1.C(O)C.C(=O)([O-])[O-].[K+].[K+]>C1C=CC(P(C2C=CC=CC=2)[C-]2C=CC=C2)=CC=1.C1C=CC(P(C2C=CC=CC=2)[C-]2C=CC=C2)=CC=1.Cl[Pd]Cl.[Fe+2].C1(C)C=CC=CC=1>[F:11][C:10]1[CH:9]=[C:8]2[C:4]([C:5]([CH:12]=[O:13])=[CH:6][NH:7]2)=[CH:3][C:2]=1[C:19]1[CH:20]=[CH:21][C:16]([CH2:15][OH:14])=[CH:17][CH:18]=1 |f:3.4.5,6.7.8.9|. Procedure details: A mixture of 5-bromo-6-fluoro-1H-indole-3-carbaldehyde (100 mg, 0.413 mmol), [4-(hydroxymethyl)phenyl]boronic acid (69 mg, 0.454 mmol), ethanol (1.04 mL), toluene (1.0 mL) and 2M aqueous potassium carbonate (0.824 mL, 1.65 mmol) were deoxygenated with nitrogen. [1,1′-Bis(diphenylphosphino)ferrocene]dichloropalladium (II) (25 mg, 0.033 mmol) was added and the reaction mixture was deoxygenated with nitrogen for 2 more minutes. The reaction mixture was sealed and heated at 90° C. for 16 hours. Afte... The reactants are ClC=1C=CC(=C(C1)C(C)=O)O (1-(5-Chloro-2-hydroxyphenyl)ethanone), C(C1=CC=CC=C1)(=O)NN (benzohydrazide). Run in CO (methanol), C(C)(=O)O (acetic acid). Run at temperature 120 celsius. Yields the product ClC=1C=CC(=C(C1)\C(\C)=N\NC(C1=CC=CC=C1)=O)O ((E)-N′-(1-(5-chloro-2-hydroxyphenyl)ethylidene)benzohydrazide). Isolated yield 53.2%. As a reaction SMILES: [Cl:1][C:2]1[CH:3]=[CH:4][C:5]([OH:11])=[C:6]([C:8](=O)[CH3:9])[CH:7]=1.[C:12]([NH:20][NH2:21])(=[O:19])[C:13]1[CH:18]=[CH:17][CH:16]=[CH:15][CH:14]=1>CO.C(O)(=O)C>[Cl:1][C:2]1[CH:3]=[CH:4][C:5]([OH:11])=[C:6](/[C:8](=[N:21]/[NH:20][C:12](=[O:19])[C:13]2[CH:18]=[CH:17][CH:16]=[CH:15][CH:14]=2)/[CH3:9])[CH:7]=1. Procedure details: 1-(5-Chloro-2-hydroxyphenyl)ethanone (100 mg, 0.586 mmol) and benzohydrazide (80 mg, 0.586 mmol) were dissolved in methanol (4 mL) in the presence of acetic acid as a catalyst, and then the reaction mixture was heated via microwave irradiation to 120° C. for 30 min. Following cooling, the solvent was removed by vacuum, and the resulting crude material was purified by flash column chromatography (2% CH3OH/CH2Cl2) affording the title compound (90 mg) as a solid. 1H NMR (400 MHz, DMSO-d6): δ 7.95 (... Starting materials: OCC1=C(CN(CC1)C(=O)OC(C)(C)C)C1=CC=CC=C1 (tert-butyl 4-(hydroxymethyl)-3-phenyl-5,6-dihydropyridine-1(2H)-carboxylate), Cl (HCl). Solvent: O1CCOCC1 (dioxane). Run at time 1 hour. The product is C1(=CC=CC=C1)C1=C(CCNC1)CO ((5-phenyl-1,2,3,6-tetrahydropyridin-4-yl)methanol), Cl (HCl). RXN SMILES: [OH:1][CH2:2][C:3]1[CH2:8][CH2:7][N:6](C(OC(C)(C)C)=O)[CH2:5][C:4]=1[C:16]1[CH:21]=[CH:20][CH:19]=[CH:18][CH:17]=1.[ClH:22]>O1CCOCC1>[C:16]1([C:4]2[CH2:5][NH:6][CH2:7][CH2:8][C:3]=2[CH2:2][OH:1])[CH:17]=[CH:18][CH:19]=[CH:20][CH:21]=1.[ClH:22]. Procedure: To a solid of tert-butyl 4-(hydroxymethyl)-3-phenyl-5,6-dihydropyridine-1(2H)-carboxylate (300 mg, 1.04 mmol) in round bottom flask was added 4N HCl in dioxane (6 mL) at room temperature, after stirring for 1 h, the mixture was concentrated and dried under high vacuum to give (5-phenyl-1,2,3,6-tetrahydropyridin-4-yl)methanol as HCl salt. The reactants are C(=O)(OCC)N1CC2N(C3=C(CN4C2=CC=C4)C=CC=C3)CC1 (2-carbethoxy-1,3,4,14b-tetrahydro-10H--pyrazino[1,2-a]pyrrolo[2,1-c][1,4]-benzodiazepine), C(C)O (ethanol), [OH-].[K+] (potassium hydroxide), C(C)(=O)OCC (ethyl acetate). Yields the product C(\C=C/C(=O)O)(=O)O.C1NCCN2C1C=1N(CC3=C2C=CC=C3)C=CC1 (1,3,4,14b-tetrahydro-2H,10H-pyrazino[1,2-a]pyrrolo[2,1-c][1,4]-benzodiazepine maleate). As a reaction SMILES: C([N:6]1[CH2:23][CH2:22][N:9]2[C:10]3[CH:21]=[CH:20][CH:19]=[CH:18][C:11]=3[CH2:12][N:13]3[CH:17]=[CH:16][CH:15]=[C:14]3[CH:8]2[CH2:7]1)(OCC)=[O:2].[CH2:24]([OH:26])[CH3:25].[OH-].[K+].[C:29]([O:32]CC)(=[O:31])[CH3:30]>>[C:29]([OH:32])(=[O:31])/[CH:30]=[CH:25]\[C:24]([OH:2])=[O:26].[CH2:7]1[CH:8]2[C:14]3[N:13]([CH:17]=[CH:16][CH:15]=3)[CH2:12][C:11]3[CH:18]=[CH:19][CH:20]=[CH:21][C:10]=3[N:9]2[CH2:22][CH2:23][NH:6]1 |f:2.3,5.6|. Procedure details: The mixture of 930 mg of 2-carbethoxy-1,3,4,14b-tetrahydro-10H--pyrazino[1,2-a]pyrrolo[2,1-c][1,4]-benzodiazepine, 40 ml of ethanol and 20 ml of 20% aqueous potassium hydroxide is refluxed for 2 days. After cooling, it is diluted with ethyl acetate, washed with water, dried and evaporated. The residue is taken up in diethyl ether and the solution combined with 0.55 g of maleic acid in the minimum amount of acetone. The precipitate formed is collected and washed with diethyl ether, to yield the 1... Reactants: C(CCC)[Li] (n-butyllithium), BrC=1C(=NN(C1C(F)(F)F)C)C1=C(C=CC(=C1)F)F (4-bromo-3-(2,5-difluorophenyl)-1-methyl-5-(trifluoromethyl)-1H-pyrazole), CI (methyl iodide). The solvent is hexanes, C1CCOC1 (THF). The product is FC1=C(C=C(C=C1)F)C1=NN(C(=C1C)C(F)(F)F)C (3-(2,5-difluorophenyl)-1,4-dimethyl-5-(trifluoromethyl)-1H-pyrazole). Yield: 72.4%. RXN SMILES: Br[C:2]1[C:3]([C:12]2[CH:17]=[C:16]([F:18])[CH:15]=[CH:14][C:13]=2[F:19])=[N:4][N:5]([CH3:11])[C:6]=1[C:7]([F:10])([F:9])[F:8].[CH2:20]([Li])CCC.CI>C1COCC1>[F:19][C:13]1[CH:14]=[CH:15][C:16]([F:18])=[CH:17][C:12]=1[C:3]1[C:2]([CH3:20])=[C:6]([C:7]([F:10])([F:9])[F:8])[N:5]([CH3:11])[N:4]=1. Procedure: A solution of 10 g of 4-bromo-3-(2,5-difluorophenyl)-1-methyl-5-(trifluoromethyl)-1H-pyrazole in 250 mL anhydrous THF was cooled to -78° C. and stirred with an overhead stirrer. The cold solution was treated with 12 mL of 2.5M n-butyllithium in hexanes never allowing the temperature to exceed -70° C. After stirring for 5 minutes, 1.9 mL of methyl iodide was added quickly. The cooling bath was removed and the solution allowed to warm to room temperature. The solution was diluted with diethyl ethe... Starting materials: ClC=1C=CC(=C(C(=O)N(C2=C(C=CC=C2)[N+](=O)[O-])C2CCN(CC2)C)C1)F (5-chloro-2-fluoro-N-(1-methyl-4-piperidinyl)-N-(2-nitrophenyl)-benzamide). Reagents/catalysts: [Ni] (Raney nickel). Run in CO (methanol), C(C)OC(C)=O (acetic acid ethyl ester). Yields the product ClC=1C=CC(=C(C(=O)N(C2=C(C=CC=C2)N)C2CCN(CC2)C)C1)F (5-chloro-2-fluoro-N-(1-methyl-4-piperidinyl)-N-(2-aminophenyl)-benzamide). As a reaction SMILES: [Cl:1][C:2]1[CH:3]=[CH:4][C:5]([F:27])=[C:6]([CH:26]=1)[C:7]([N:9]([CH:19]1[CH2:24][CH2:23][N:22]([CH3:25])[CH2:21][CH2:20]1)[C:10]1[CH:15]=[CH:14][CH:13]=[CH:12][C:11]=1[N+:16]([O-])=O)=[O:8]>C(OC(=O)C)C.[Ni].CO>[Cl:1][C:2]1[CH:3]=[CH:4][C:5]([F:27])=[C:6]([CH:26]=1)[C:7]([N:9]([CH:19]1[CH2:24][CH2:23][N:22]([CH3:25])[CH2:21][CH2:20]1)[C:10]1[CH:15]=[CH:14][CH:13]=[CH:12][C:11]=1[NH2:16])=[O:8]. Procedure: A solution of 32.4 g 5-chloro-2-fluoro-N-(1-methyl-4-piperidinyl)-N-(2-nitrophenyl)-benzamide in 700 ml acetic acid ethyl ester and 2 to 3 g Raney nickel is hydrogenated at room temperature and normal pressure. The precipitated product is dissolved in methanol under warming and the catalyst is filtered off. The filtrate is evaporated and the crystalline residue suspended in ether and filtered, to give the heading compound, m.p. 179°-182°. Reactants: CC1OC(n2cc(C=CBr)c(=O)[nH]c2=O)CC1OC(=O)c1ccccc1, C1CCOC1, [Na+], [OH-]. The product is CC1OC(n2cc(C=CBr)c(=O)[nH]c2=O)CC1O. Reaction SMILES: [C:1](=[O:2])([c:3]1[cH:4][cH:5][cH:6][cH:7][cH:8]1)[O:9][CH:10]1[CH2:11][CH:12]([n:16]2[c:17](=[O:18])[nH:19][c:20](=[O:21])[c:22]([CH:24]=[CH:25][Br:26])[cH:23]2)[O:13][CH:14]1[CH3:15].[CH2:29]1[O:30][CH2:31][CH2:32][CH2:33]1.[Na+:28].[OH-:27]>>[OH:9][CH:10]1[CH2:11][CH:12]([n:16]2[c:17](=[O:18])[nH:19][c:20](=[O:21])[c:22]([CH:24]=[CH:25][Br:26])[cH:23]2)[O:13][CH:14]1[CH3:15].